Dataset: the Open Reaction Database (ORD), a public repository of structured organic reaction records. Task: describe an organic reaction: reactants, conditions, products, and yield Reactants: CN(C(=O)C=1N=C(SC1)C1CCN(CC1)C(CN1N=C(C=C1C)C(F)(F)F)=O)[C@@H]1CCCC2=CC=CC=C12 (N-methyl-2-[1-[[5-methyl-3-(trifluoromethyl)-1H-pyrazol-1-yl]acetyl]-4-piperidinyl]-N-[(1R)-1,2,3,4-tetrahydro-1-naphthalenyl]-4-thiazolecarboxamide), CN(C(=O)C=1N=C(SC1)C1CCN(CC1)C(CN1N=C(C=C1C)C(F)(F)F)=O)[C@@H]1CCCC2=CC=CC=C12 (N-methyl-2-[1-[[5-methyl-3-(trifluoromethyl)-1H-pyrazol-1-yl]acetyl]-4-piperidinyl]-N-[(1R)-1,2,3,4-tetrahydro-1-naphthalenyl]-4-thiazolecarboxamide), product, COC1=CC=C(C=C1)P1(SP(S1)(C1=CC=C(C=C1)OC)=S)=S (2,4-bis(4-methoxyphenyl)-1,3-dithia-2,4-diphosphetane-2,4-disulfide). Run in C1(=CC=CC=C1)C (toluene). Reaction conditions: temperature 100 celsius. The product is CN(C(=S)C=1N=C(SC1)C1CCN(CC1)C(CN1N=C(C=C1C)C(F)(F)F)=O)[C@@H]1CCCC2=CC=CC=C12 (N-methyl-2-[1-[[5-methyl-3-(trifluoromethyl)-1H-pyrazol-1-yl]acetyl]-4-piperidinyl]-N-[(1R)-1,2,3,4-tetrahydro-1-naphthalenyl]-4-thiazolecarbothioamide). Isolated yield 24.9%. RXN SMILES: [CH3:1][N:2]([C@H:29]1[C:38]2[C:33](=[CH:34][CH:35]=[CH:36][CH:37]=2)[CH2:32][CH2:31][CH2:30]1)[C:3]([C:5]1[N:6]=[C:7]([CH:10]2[CH2:15][CH2:14][N:13]([C:16](=[O:28])[CH2:17][N:18]3[C:22]([CH3:23])=[CH:21][C:20]([C:24]([F:27])([F:26])[F:25])=[N:19]3)[CH2:12][CH2:11]2)[S:8][CH:9]=1)=O.COC1C=CC(P2(=S)SP(=S)(C3C=CC(OC)=CC=3)[S:48]2)=CC=1>C1(C)C=CC=CC=1>[CH3:1][N:2]([C@H:29]1[C:38]2[C:33](=[CH:34][CH:35]=[CH:36][CH:37]=2)[CH2:32][CH2:31][CH2:30]1)[C:3]([C:5]1[N:6]=[C:7]([CH:10]2[CH2:15][CH2:14][N:13]([C:16](=[O:28])[CH2:17][N:18]3[C:22]([CH3:23])=[CH:21][C:20]([C:24]([F:27])([F:26])[F:25])=[N:19]3)[CH2:12][CH2:11]2)[S:8][CH:9]=1)=[S:48]. Reported procedure: A mixture of N-methyl-2-[1-[[5-methyl-3-(trifluoromethyl)-1H-pyrazol-1-yl]acetyl]-4-piperidinyl]-N-[(1R)-1,2,3,4-tetrahydro-1-naphthalenyl]-4-thiazolecarboxamide (Compound 149) (273 mg, 0.5 mmol) (i.e. the product of Example 6, Step D) and 2,4-bis(4-methoxyphenyl)-1,3-dithia-2,4-diphosphetane-2,4-disulfide (202 mg, 0.5 mmol) (Lawesson's reagent) in 5 mL of toluene was heated at 100° C. for 3 days. The reaction mixture was concentrated in vacuo, and the resulting residue was dissolved in 10 mL of...